describe an organic reaction: reactants, conditions, products, and yield From a dataset of the Open Reaction Database (ORD), a public repository of structured organic reaction records. The reactants are C(C=CC1=CC=CC=C1)Br (cinnamyl bromide), C(C)(C)NC(C)C (diisopropylamine), O[C@@H](CC(=O)OCC)CCC (ethyl (3R)-3-hydroxyhexanoate), C(CCC)[Li] (n-butyllithium). Solvent: CN(C)P(=O)(N(C)C)N(C)C (HMPA), C1CCOC1 (THF). Conditions: temperature 0 celsius, time 0.5 hour. Yields the product C1(=CC=CC=C1)/C=C/C[C@@H](C(=O)OCC)[C@@H](CCC)O (ethyl (2R,3R)-2-[(2E)-3-phenyl-2-propen-1-yl]-3-hydroxyhexanoate). The yield is 70.2%. RXN SMILES: C(NC(C)C)(C)C.C([Li])CCC.[OH:13][C@H:14]([CH2:21][CH2:22][CH3:23])[CH2:15][C:16]([O:18][CH2:19][CH3:20])=[O:17].[CH2:24](Br)[CH:25]=[CH:26][C:27]1[CH:32]=[CH:31][CH:30]=[CH:29][CH:28]=1>C1COCC1.CN(P(N(C)C)(N(C)C)=O)C>[C:27]1(/[CH:26]=[CH:25]/[CH2:24][C@H:15]([C@H:14]([OH:13])[CH2:21][CH2:22][CH3:23])[C:16]([O:18][CH2:19][CH3:20])=[O:17])[CH:32]=[CH:31][CH:30]=[CH:29][CH:28]=1. Reported procedure: To a solution of diisopropylamine (2.28 g, 20.63 mmol) in THF (20 mL) cooled to 0° C. is added n-butyllithium (20.63 mmol, 2.5 M in hexanes) and the resulting solution is stirred at 0° C. or 0.5 h. The reaction mixture is cooled to −50° C. followed by slow addition of ethyl (3R)-3-hydroxyhexanoate (1.5 g, 9.38 mmol). After 0.5 h a solution of cinnamyl bromide (2.67 g, 14.06 mmol) in HMPA (2 mL) is added and the reaction mixture is allowed to warm to −20° C. and stirred for 16 h. The reaction mix... Reactants: CC(C)(C)OC(=O)N1CCC2C(C1)c1cc(-c3ccccc3Cl)cc3c1N2CCO3, ClCCl, O=C(O)C(F)(F)F. The product is Clc1ccccc1-c1cc2c3c(c1)C1C=NCCC1N3CCO2. RXN SMILES: [C:1]([O:2][C:3](=[O:4])[N:8]1[CH2:9][CH:10]2[CH:11]([N:12]3[c:13]4[c:14]([cH:15][c:16](-[c:19]5[c:20]([Cl:25])[cH:21][cH:22][cH:23][cH:24]5)[cH:17][c:18]42)[O:26][CH2:27][CH2:28]3)[CH2:29][CH2:30]1)([CH3:5])([CH3:6])[CH3:7].[Cl:38][CH2:39][Cl:40].[F:31][C:32]([F:33])([F:34])[C:35]([OH:36])=[O:37]>>[N:8]1=[CH:9][CH:10]2[CH:11]([N:12]3[c:13]4[c:14]([cH:15][c:16](-[c:19]5[c:20]([Cl:25])[cH:21][cH:22][cH:23][cH:24]5)[cH:17][c:18]42)[O:26][CH2:27][CH2:28]3)[CH2:29][CH2:30]1. Starting materials: C(C)C=1C=C(C(C(=O)O)=CC1)N (4-ethylanthranilic acid), Cl (hydrogen chloride), C(C)O (ethanol). Yields the product NC1=C(C(=O)OCC)C=CC(=C1)CC (ethyl 2-amino-4-ethylbenzoate). RXN SMILES: [CH2:1]([C:3]1[CH:4]=[C:5]([NH2:12])[C:6](=[CH:10][CH:11]=1)[C:7]([OH:9])=[O:8])[CH3:2].Cl.[CH2:14](O)[CH3:15]>>[NH2:12][C:5]1[CH:4]=[C:3]([CH2:1][CH3:2])[CH:11]=[CH:10][C:6]=1[C:7]([O:9][CH2:14][CH3:15])=[O:8]. Reported procedure: A mixture of 59.4 gm. of 4-ethylanthranilic acid and 1,000 cc. of ethanol is saturated with dry hydrogen chloride gas and then refluxed overnight. The reaction mixture is then concentrated in vacuo and the residue taken up between ether and sodium bicarbonate solution. The ether extract is dried and concentrated in vacuo to give ethyl 2-amino-4-ethylbenzoate as an oil (characterized by IR and NMR). Starting materials: CCOC(C)=O, CC(=O)O, [H][H], NNCC1(O)c2ccccc2C=Cc2ccccc21, O=[Pt]=O. Yields the product NCC1(O)c2ccccc2C=Cc2ccccc21. Reaction SMILES: [CH3:20][CH2:21][O:22][C:23](=[O:24])[CH3:25].[CH3:31][C:32](=[O:33])[OH:34].[H:26][H:27].[NH:1]([NH2:2])[CH2:3][C:4]1([OH:19])[c:5]2[c:6]([cH:15][cH:16][cH:17][cH:18]2)[CH:7]=[CH:8][c:9]2[c:10]1[cH:11][cH:12][cH:13][cH:14]2.[Pt:28](=[O:29])=[O:30]>>[NH2:1][CH2:3][C:4]1([OH:19])[c:5]2[c:6]([cH:15][cH:16][cH:17][cH:18]2)[CH:7]=[CH:8][c:9]2[c:10]1[cH:11][cH:12][cH:13][cH:14]2. Starting materials: CC(C)Oc1ccc(-c2nnc(Br)s2)cc1Cl, CCc1c(C=O)cccc1B1OC(C)(C)C(C)(C)O1, CN(C)C=O, [K+], [K+], [K+], O, O=P([O-])([O-])[O-], c1ccc(P(c2ccccc2)(c2ccccc2)[Pd](P(c2ccccc2)(c2ccccc2)c2ccccc2)(P(c2ccccc2)(c2ccccc2)c2ccccc2)P(c2ccccc2)(c2ccccc2)c2ccccc2)cc1. Product: CCc1c(C=O)cccc1-c1nnc(-c2ccc(OC(C)C)c(Cl)c2)s1. RXN SMILES: [Br:1][c:2]1[s:3][c:4](-[c:7]2[cH:8][c:9]([Cl:17])[c:10]([O:13][CH:14]([CH3:15])[CH3:16])[cH:11][cH:12]2)[n:5][n:6]1.[CH2:18]([CH3:19])[c:20]1[c:21]([CH:22]=[O:23])[cH:24][cH:25][cH:26][c:27]1[B:28]1[O:29][C:30]([CH3:31])([CH3:32])[C:33]([CH3:34])([CH3:35])[O:36]1.[CH3:46][N:47]([CH3:48])[CH:49]=[O:50].[K+:42].[K+:43].[K+:44].[OH2:45].[P:37]([O-:38])([O-:39])([O-:40])=[O:41].[cH:51]1[cH:52][cH:53][c:54]([P:55]([Pd:56]([P:57]([c:58]2[cH:59][cH:60][cH:61][cH:62][cH:63]2)([c:64]2[cH:65][cH:66][cH:67][cH:68][cH:69]2)[c:70]2[cH:71][cH:72][cH:73][cH:74][cH:75]2)([P:76]([c:77]2[cH:78][cH:79][cH:80][cH:81][cH:82]2)([c:83]2[cH:84][cH:85][cH:86][cH:87][cH:88]2)[c:89]2[cH:90][cH:91][cH:92][cH:93][cH:94]2)[P:95]([c:96]2[cH:97][cH:98][cH:99][cH:100][cH:101]2)([c:102]2[cH:103][cH:104][cH:105][cH:106][cH:107]2)[c:108]2[cH:109][cH:110][cH:111][cH:112][cH:113]2)([c:114]2[cH:115][cH:116][cH:117][cH:118][cH:119]2)[c:120]2[cH:121][cH:122][cH:123][cH:124][cH:125]2)[cH:126][cH:127]1>>[c:2]1(-[c:27]2[c:20]([CH2:18][CH3:19])[c:21]([CH:22]=[O:23])[cH:24][cH:25][cH:26]2)[s:3][c:4](-[c:7]2[cH:8][c:9]([Cl:17])[c:10]([O:13][CH:14]([CH3:15])[CH3:16])[cH:11][cH:12]2)[n:5][n:6]1.